From a dataset of the Open Reaction Database (ORD), a public repository of structured organic reaction records. describe an organic reaction: reactants, conditions, products, and yield The reactants are CN(C)c1ccncc1, O=[N+]([O-])c1cccnc1Cl, CN1CCN(c2cccc3ccc(N)cc23)CC1, CN(C)C=O. The product is CN1CCN(c2cccc3ccc(Nc4ncccc4[N+](=O)[O-])cc23)CC1. Reaction SMILES: [CH3:29][N:30]([CH3:31])[c:32]1[cH:33][cH:34][n:35][cH:36][cH:37]1.[Cl:19][c:20]1[n:21][cH:22][cH:23][cH:24][c:25]1[N+:26](=[O:27])[O-:28].[NH2:1][c:2]1[cH:3][cH:4][c:5]2[cH:6][cH:7][cH:8][c:9]([N:12]3[CH2:13][CH2:14][N:15]([CH3:18])[CH2:16][CH2:17]3)[c:10]2[cH:11]1.[O:38]=[CH:39][N:40]([CH3:41])[CH3:42]>>[NH:1]([c:2]1[cH:3][cH:4][c:5]2[cH:6][cH:7][cH:8][c:9]([N:12]3[CH2:13][CH2:14][N:15]([CH3:18])[CH2:16][CH2:17]3)[c:10]2[cH:11]1)[c:20]1[n:21][cH:22][cH:23][cH:24][c:25]1[N+:26](=[O:27])[O-:28]. As a reaction SMILES: [CH3:1][O:2][c:3]1[c:4]([C:10]([CH2:11][CH3:12])=[O:13])[cH:5][c:6]([CH3:9])[cH:7][cH:8]1.[CH3:22][CH2:23][OH:24].[CH:14](=[O:15])[c:16]1[cH:17][cH:18][cH:19][cH:20][cH:21]1>>[CH3:1][O:2][c:3]1[c:4]([C:10]([C:11]([CH3:12])=[CH:14][c:16]2[cH:17][cH:18][cH:19][cH:20][cH:21]2)=[O:13])[cH:5][c:6]([CH3:9])[cH:7][cH:8]1. The reactants are CCC(=O)c1cc(C)ccc1OC, CCO, O=Cc1ccccc1. Yields the product COc1ccc(C)cc1C(=O)C(C)=Cc1ccccc1.